Dataset: the Open Reaction Database (ORD), a public repository of structured organic reaction records. Task: describe an organic reaction: reactants, conditions, products, and yield The reactants are C(=O)(OC)C1=CC=C(C=C1)[C@@H]1N2C(C(CC[C@@H]2CCC1)I)=O ((6R*,9aS*)-6-(4-carbomethoxyphenyl)-3-iodooctahydroquinolizin-4-one), P(OCC)(OCC)OCC (triethyl phosphite). Run at temperature 120 celsius, time 2 hour. Yields the product C(=O)(OC)C1=CC=C(C=C1)[C@H]1N2C(C(CC[C@H]2CCC1)P(OCC)(OCC)=O)=O (diethyl [(6S*,9aR*)-6-(4-carbomethoxyphenyl)-4-oxooctahydroquinolizin-3-yl]phosphonate). Reaction SMILES: [C:1]([C:5]1[CH:10]=[CH:9][C:8]([C@H:11]2[CH2:20][CH2:19][CH2:18][C@@H:17]3[N:12]2[C:13](=[O:22])[CH:14](I)[CH2:15][CH2:16]3)=[CH:7][CH:6]=1)([O:3][CH3:4])=[O:2].[P:23]([O:30]CC)([O:27][CH2:28][CH3:29])[O:24][CH2:25][CH3:26]>>[C:1]([C:5]1[CH:10]=[CH:9][C:8]([C@@H:11]2[CH2:20][CH2:19][CH2:18][C@H:17]3[N:12]2[C:13](=[O:22])[CH:14]([P:23](=[O:30])([O:27][CH2:28][CH3:29])[O:24][CH2:25][CH3:26])[CH2:15][CH2:16]3)=[CH:7][CH:6]=1)([O:3][CH3:4])=[O:2]. Procedure: A mixture of (6R*,9aS*)-6-(4-carbomethoxyphenyl)-3-iodooctahydroquinolizin-4-one (180 mg) with triethyl phosphite (2 mL) was stirred at 120° C. for two hours. The reaction solution was left to cool to room temperature and then concentrated under reduced pressure to obtain 185 mg of the title compound. The property value of the compound is as follows. As a reaction SMILES: [C:19](=[O:20])([O-:21])[O-:22].[CH2:14]([OH:15])[CH2:16][CH2:17][CH3:18].[CH3:37][c:38]1[cH:39][cH:40][cH:41][cH:42][cH:43]1.[Cl:1][c:2]1[c:3]([F:13])[c:4]([I:12])[n:5][c:6]2[cH:7][cH:8][cH:9][cH:10][c:11]12.[Cs+:23].[Cs+:24].[O:25]1[CH2:26][O:27][c:28]2[c:29]1[cH:30][cH:31][c:32]([B:34]([OH:35])[OH:36])[cH:33]2.[OH2:121].[cH:44]1[cH:45][cH:46][c:47]([P:48]([Pd:49]([P:50]([c:51]2[cH:52][cH:53][cH:54][cH:55][cH:56]2)([c:57]2[cH:58][cH:59][cH:60][cH:61][cH:62]2)[c:63]2[cH:64][cH:65][cH:66][cH:67][cH:68]2)([P:69]([c:70]2[cH:71][cH:72][cH:73][cH:74][cH:75]2)([c:76]2[cH:77][cH:78][cH:79][cH:80][cH:81]2)[c:82]2[cH:83][cH:84][cH:85][cH:86][cH:87]2)[P:88]([c:89]2[cH:90][cH:91][cH:92][cH:93][cH:94]2)([c:95]2[cH:96][cH:97][cH:98][cH:99][cH:100]2)[c:101]2[cH:102][cH:103][cH:104][cH:105][cH:106]2)([c:107]2[cH:108][cH:109][cH:110][cH:111][cH:112]2)[c:113]2[cH:114][cH:115][cH:116][cH:117][cH:118]2)[cH:119][cH:120]1>>[Cl:1][c:2]1[c:3]([F:13])[c:4](-[c:32]2[cH:31][cH:30][c:29]3[c:28]([cH:33]2)[O:27][CH2:26][O:25]3)[n:5][c:6]2[cH:7][cH:8][cH:9][cH:10][c:11]12. The product is Fc1c(-c2ccc3c(c2)OCO3)nc2ccccc2c1Cl. Reactants: O=C([O-])[O-], CCCCO, Cc1ccccc1, Fc1c(I)nc2ccccc2c1Cl, [Cs+], [Cs+], OB(O)c1ccc2c(c1)OCO2, O, c1ccc(P(c2ccccc2)(c2ccccc2)[Pd](P(c2ccccc2)(c2ccccc2)c2ccccc2)(P(c2ccccc2)(c2ccccc2)c2ccccc2)P(c2ccccc2)(c2ccccc2)c2ccccc2)cc1.